From a dataset of the Open Reaction Database (ORD), a public repository of structured organic reaction records. describe an organic reaction: reactants, conditions, products, and yield Reactants: CCNCC, COc1ccc(-c2c(OC(C)C)cccc2C(=O)O)c(OC)c1, ClCCl, O=S(Cl)Cl. The product is CCN(CC)C(=O)c1cccc(OC(C)C)c1-c1ccc(OC)cc1OC. As a reaction SMILES: [CH2:28]([CH3:29])[NH:30][CH2:31][CH3:32].[CH:1]([CH3:2])([CH3:3])[O:4][c:5]1[cH:6][cH:7][cH:8][c:9]([C:21](=[O:22])[OH:23])[c:10]1-[c:11]1[c:12]([O:19][CH3:20])[cH:13][c:14]([O:17][CH3:18])[cH:15][cH:16]1.[Cl:33][CH2:34][Cl:35].[S:24]([Cl:25])([Cl:26])=[O:27]>>[CH:1]([CH3:2])([CH3:3])[O:4][c:5]1[cH:6][cH:7][cH:8][c:9]([C:21](=[O:22])[N:30]([CH2:28][CH3:29])[CH2:31][CH3:32])[c:10]1-[c:11]1[c:12]([O:19][CH3:20])[cH:13][c:14]([O:17][CH3:18])[cH:15][cH:16]1. Starting materials: Cl (HCl), C(#N)C=1C=C(C=CC1)COC=1C=C(C=C(C1)C)OS(=O)(=O)C1=C(C=CC=C1)Cl (2-chlorobenzenesulfonic acid 3-[(3-cyanophenyl) methoxy]-5-methylphenyl ester), Cl.NO (hydroxylamine hydrochloride), C(=O)([O-])[O-].[Na+].[Na+] (Na2CO3). Solvent: C(C)O (ethanol), C(Cl)Cl (Methylene chloride), C(Cl)Cl (methylene chloride). Reaction conditions: time 3 day. Product: Cl.ONC(=N)C=1C=C(C=CC1)COC=1C=C(C=C(C1)C)OS(=O)(=O)C1=C(C=CC=C1)Cl (2-Chlorobenzenesulfonic Acid 3-[[3-(N-hydroxy)amidinophenyl]methoxy]-5-methylphenyl Ester Hydrochloride). The yield is 39.0%. RXN SMILES: [C:1]([C:3]1[CH:4]=[C:5]([CH2:9][O:10][C:11]2[CH:12]=[C:13]([O:18][S:19]([C:22]3[CH:27]=[CH:26][CH:25]=[CH:24][C:23]=3[Cl:28])(=[O:21])=[O:20])[CH:14]=[C:15]([CH3:17])[CH:16]=2)[CH:6]=[CH:7][CH:8]=1)#[N:2].[ClH:29].Cl.[NH2:31][OH:32].C([O-])([O-])=O.[Na+].[Na+]>C(Cl)Cl.C(O)C>[ClH:28].[OH:32][NH:31][C:1]([C:3]1[CH:4]=[C:5]([CH2:9][O:10][C:11]2[CH:12]=[C:13]([O:18][S:19]([C:22]3[CH:27]=[CH:26][CH:25]=[CH:24][C:23]=3[Cl:29])(=[O:21])=[O:20])[CH:14]=[C:15]([CH3:17])[CH:16]=2)[CH:6]=[CH:7][CH:8]=1)=[NH:2] |f:2.3,4.5.6,9.10|. Procedure details: To a solution of 2-chlorobenzenesulfonic acid 3-[(3-cyanophenyl) methoxy]-5-methylphenyl ester (207 mg, 0.5 mmol), as prepared in step (a) of the Example 6, in methylene chloride (10 mL) was added 37% HCl in ethanol (10 mL) at 0° C. The mixture was allowed to stand at 0° C. for 3 days. The solvent was removed in vacuo and the residue was co-evaporated with methylene chloride several times. The residue was dissolved in ethanol (10 mL) and then treated with hydroxylamine hydrochloride (140 mg, 2.0... Starting materials: C[Si](N[Si](C)(C)C)(C)C (hexamethyldisilazane), C(CCC)[Li] (butyllithium), N-benzylidine-2-aminocrotonic acid methyl ester, C(C1=CC=CC=C1)OC1=CC=C(CBr)C=C1 (p-benzyloxybenzyl bromide), CN(P(=O)(N(C)C)N(C)C)C (hexamethylphosphoramide). The solvent is O1CCCC1 (tetrahydrofuran), O1CCCC1 (tetrahydrofuran), O1CCCC1 (tetrahydrofuran), [Cl-].[NH4+] (ammonium chloride). Reaction conditions: time 45 minute. Yields the product C[Si]([N-][Si](C)(C)C)(C)C.[Li+] (lithium hexamethyldisilazide). RXN SMILES: C([Li:5])CCC.[CH3:6][Si:7]([CH3:14])([CH3:13])[NH:8][Si:9]([CH3:12])([CH3:11])[CH3:10].CN(C)P(N(C)C)(N(C)C)=O.C(OC1C=CC(CBr)=CC=1)C1C=CC=CC=1>O1CCCC1.[Cl-].[NH4+]>[CH3:6][Si:7]([CH3:14])([CH3:13])[N-:8][Si:9]([CH3:12])([CH3:11])[CH3:10].[Li+:5] |f:5.6,7.8|. Procedure: A solution of lithium hexamethyldisilazide was prepared by adding 5.5 mmol of butyllithium (2.2 M solution in hexane) to a cooled (-70° C.) solution of 1.15 ml of hexamethyldisilazane in 12.5 ml of tetrahydrofuran. To this solution was added first 3.5 ml of hexamethylphosphoramide and then a solution of 1.15 g of N-benzylidine-2-aminocrotonic acid methyl ester in 12.5 ml of tetrahydrofuran. After 45 minutes, a solution of 1.385 g of p-benzyloxybenzyl bromide in 7.5 ml of tetrahydrofuran was adde... The reactants are Cl (hydrochloric acid), O.[OH-].[Li+] (lithium hydroxide monohydrate), C(C)OC(C(C=C)(CF)CF)=O (2,2-bis-fluoromethyl-but-3-enoic acid ethyl ester). The solvent is O (water), O1CCCC1 (tetrahydrofuran), O (Water). Conditions: temperature 0 celsius, time 1 hour. The product is FCC(C(=O)O)(C=C)CF (2,2-Bis-fluoromethyl-but-3-enoic acid). Yield: 140.2%. As a reaction SMILES: C([O:3][C:4](=[O:12])[C:5]([CH2:10][F:11])([CH2:8][F:9])[CH:6]=[CH2:7])C.O.[OH-].[Li+].Cl>O1CCCC1.O>[F:9][CH2:8][C:5]([CH2:10][F:11])([CH:6]=[CH2:7])[C:4]([OH:12])=[O:3] |f:1.2.3|. Procedure: To a solution of 2,2-bis-hydroxymethyl-but-3-enoic acid ethyl ester (338 mg, 1.9 mmol) and 2,6-lutidine (813 mg, 0.88 mL, 7.6 mmol) in dichloromethane (10 mL) at −78° C. under nitrogen was added dropwise trifluoromethanesulfonic anhydride (1.07 g, 0.66 mL, 3.8 mmol) and the reaction mixture was warmed to room temperature and stirred at room temperature for 30 min. The solution was washed with ice-cold hydrochloric acid (1 M) and brine. The organic solution was filtered through a hydrophobic frit... Yield: 70.7%. Starting materials: C(C)C1=C(C=C(C(=O)O)C=C1)[N+](=O)[O-] (4-Ethyl-3-nitrobenzoic acid). The reagents and catalysts are [Pd] (Pd-C). Run in CO (methanol). Conditions: time 1 hour. The product is NC=1C=C(C(=O)O)C=CC1CC (3-Amino-4-ethylbenzoic acid). As a reaction SMILES: [CH2:1]([C:3]1[CH:11]=[CH:10][C:6]([C:7]([OH:9])=[O:8])=[CH:5][C:4]=1[N+:12]([O-])=O)[CH3:2]>CO.[Pd]>[NH2:12][C:4]1[CH:5]=[C:6]([CH:10]=[CH:11][C:3]=1[CH2:1][CH3:2])[C:7]([OH:9])=[O:8]. Reported procedure: 4-Ethyl-3-nitrobenzoic acid (5.0 g, 27.4 mmol) was dissolved in methanol (50 ml) and a Pd-C catalyst (5%, 250 mg) was added thereto. The mixture was stirred under a hydrogen atmosphere from 0° C. to room temperature for 1 hr. After the completion of the reaction, the catalyst was filtered off and the filtrate was concentrated under reduced pressure. The obtained crystals were washed with methyl t-butyl ether/hexane and dried to give the object compound (3.2 g, 70.6%). Starting materials: CC(CCCCO)(CCCC(C)(O)C)C (5,5,9-Trimethyl-decane-1,9-diol), [Cr](=O)(=O)([O-])O[Cr](=O)(=O)[O-].[NH+]1=CC=CC=C1.[NH+]1=CC=CC=C1 (pyridinium-dichromate). The solvent is C(Cl)Cl (CH2Cl2). Yields the product OC(CCCC(CCC/C=C/C=C\1/C[C@H](CCC1=C)O)(C)C)(C)C ((Z)-(1S)-3-[(2E)-11-Hydroxy-7,7,11-trimethyl-dodeca-2-en-ylidene]-4-methylene-cyclohexane-1-ol). The yield is 44.3%. Reaction SMILES: [CH3:1][C:2]([CH3:15])([CH2:8][CH2:9][CH2:10][C:11]([CH3:14])([OH:13])[CH3:12])[CH2:3][CH2:4][CH2:5][CH2:6]O.[Cr](O[Cr]([O-])(=O)=O)([O-])(=O)=[O:17].[NH+]1[CH:30]=[CH:29][CH:28]=[CH:27][CH:26]=1.[NH+]1C=[CH:35][CH:34]=[CH:33][CH:32]=1>C(Cl)Cl>[OH:13][C:11]([CH3:14])([CH3:12])[CH2:10][CH2:9][CH2:8][C:2]([CH3:15])([CH3:1])[CH2:3][CH2:4][CH2:5]/[CH:6]=[CH:26]/[CH:27]=[C:28]1/[CH2:32][C@@H:33]([OH:17])[CH2:34][CH2:35][C:29]/1=[CH2:30] |f:1.2.3|. Procedure: 660 mg of 5,5,9-Trimethyl-decane-1,9-diol (3.05 mmol) was oxidized by reaction with 4.36 g of pyridinium-dichromate (3.8 eq.) in 97 ml of CH2Cl2 at room temperature over night. Filtration over a pad of silica gel, removal of the solvent and flash chromatography (SiO2, hexane/ethylacetate=7/3) furnished 452 mg of the title compound as colourless oil. Procedure: In substantially the same manner as in Working Example 72, 1-[3-(4-hydroxyphenyl)propyl]imidazole was allowed to react with 4-chloromethyl-2-(9-fluorenylidene)methyloxazole to give 2-(9-fluorenylidenemethyl)-4-[4-[3-(1-imidazolyl)propyl]phenoxymethyl]oxazole. The yield was 84%. Recrystallization from ethyl acetate gave yellow prisms, mp 116-117° C. Reactants: OC1=CC=C(C=C1)CCCN1C=NC=C1 (1-[3-(4-hydroxyphenyl)propyl]imidazole), ClCC=1N=C(OC1)C=C1C2=CC=CC=C2C=2C=CC=CC12 (4-chloromethyl-2-(9-fluorenylidene)methyloxazole). Yields the product C1=CC=CC=2C3=CC=CC=C3C(C12)=CC=1OC=C(N1)COC1=CC=C(C=C1)CCCN1C=NC=C1 (2-(9-fluorenylidenemethyl)-4-[4-[3-(1-imidazolyl)propyl]phenoxymethyl]oxazole). RXN SMILES: [OH:1][C:2]1[CH:7]=[CH:6][C:5]([CH2:8][CH2:9][CH2:10][N:11]2[CH:15]=[CH:14][N:13]=[CH:12]2)=[CH:4][CH:3]=1.Cl[CH2:17][C:18]1[N:19]=[C:20]([CH:23]=[C:24]2[C:36]3[CH:35]=[CH:34][CH:33]=[CH:32][C:31]=3[C:30]3[C:25]2=[CH:26][CH:27]=[CH:28][CH:29]=3)[O:21][CH:22]=1>>[CH:26]1[C:25]2[C:24](=[CH:23][C:20]3[O:21][CH:22]=[C:18]([CH2:17][O:1][C:2]4[CH:7]=[CH:6][C:5]([CH2:8][CH2:9][CH2:10][N:11]5[CH:15]=[CH:14][N:13]=[CH:12]5)=[CH:4][CH:3]=4)[N:19]=3)[C:36]3[C:31](=[CH:32][CH:33]=[CH:34][CH:35]=3)[C:30]=2[CH:29]=[CH:28][CH:27]=1. Isolated yield 84.0%.